Dataset: the Open Reaction Database (ORD), a public repository of structured organic reaction records. Task: describe an organic reaction: reactants, conditions, products, and yield The reactants are [BH3-]C#N, CC(=O)O, CO, O=C1CCN(c2ccccc2[N+](=O)[O-])CC1, CC(C)(C)OC(=O)NCCN, [Na+]. Product: CC(C)(C)OC(=O)NCCNC1CCN(c2ccccc2[N+](=O)[O-])CC1. Reaction SMILES: [C:32]([BH3-:33])#[N:34].[CH3:28][C:29](=[O:30])[OH:31].[CH3:36][OH:37].[N+:1](=[O:2])([O-:3])[c:4]1[c:5]([N:10]2[CH2:11][CH2:12][C:13](=[O:16])[CH2:14][CH2:15]2)[cH:6][cH:7][cH:8][cH:9]1.[NH2:17][CH2:18][CH2:19][NH:20][C:21]([O:22][C:23]([CH3:24])([CH3:25])[CH3:26])=[O:27].[Na+:35]>>[N+:1](=[O:2])([O-:3])[c:4]1[c:5]([N:10]2[CH2:11][CH2:12][CH:13]([NH:17][CH2:18][CH2:19][NH:20][C:21]([O:22][C:23]([CH3:24])([CH3:25])[CH3:26])=[O:27])[CH2:14][CH2:15]2)[cH:6][cH:7][cH:8][cH:9]1. Reactants: [BH4-], CCO, O=C1CCCC2=C1C(c1cccc(F)c1)C1=C(CCCC1=O)N2, [Na+], c1ccncc1. Product: O=C1CCCC2=C1C(c1cccc(F)c1)C1=C(CCCC1)N2. As a reaction SMILES: [BH4-:24].[CH3:26][CH2:27][OH:28].[F:1][c:2]1[cH:3][c:4]([CH:8]2[C:9]3=[C:14]([CH2:13][CH2:12][CH2:11][C:10]3=[O:23])[NH:15][C:16]3=[C:21]2[C:20](=[O:22])[CH2:19][CH2:18][CH2:17]3)[cH:5][cH:6][cH:7]1.[Na+:25].[cH:29]1[cH:30][cH:31][n:32][cH:33][cH:34]1>>[F:1][c:2]1[cH:3][c:4]([CH:8]2[C:9]3=[C:14]([CH2:13][CH2:12][CH2:11][C:10]3=[O:23])[NH:15][C:16]3=[C:21]2[CH2:20][CH2:19][CH2:18][CH2:17]3)[cH:5][cH:6][cH:7]1. Reactants: ClCCOC1=CC=C(C=C1)C(=C(CC)C1=CSC=C1)C1=CC=C(C=C1)O (4-(1-(4-(2-chloroethoxy)phenyl)-2-(thiophen-3-yl)but-1-enyl)phenol), CN (MeNH2). Solvent: CO (MeOH). Reaction conditions: temperature 80 celsius. The product is MeOH(NH3), CNCCOC1=CC=C(C=C1)C(=C(CC)C1=CSC=C1)C1=CC=C(C=C1)O (4-(1-(4-(2-(methylamino)ethoxy)phenyl)-2-(thiophen-3-yl)but-1-enyl)phenol). The yield is 63.0%. As a reaction SMILES: Cl[CH2:2][CH2:3][O:4][C:5]1[CH:10]=[CH:9][C:8]([C:11]([C:20]2[CH:25]=[CH:24][C:23]([OH:26])=[CH:22][CH:21]=2)=[C:12]([C:15]2[CH:19]=[CH:18][S:17][CH:16]=2)[CH2:13][CH3:14])=[CH:7][CH:6]=1.[CH3:27][NH2:28]>CO>[CH3:27][NH:28][CH2:2][CH2:3][O:4][C:5]1[CH:10]=[CH:9][C:8]([C:11]([C:20]2[CH:25]=[CH:24][C:23]([OH:26])=[CH:22][CH:21]=2)=[C:12]([C:15]2[CH:19]=[CH:18][S:17][CH:16]=2)[CH2:13][CH3:14])=[CH:7][CH:6]=1. Reported procedure: To a stirred solution of 4-(1-(4-(2-chloroethoxy)phenyl)-2-(thiophen-3-yl)but-1-enyl)phenol (0.3 g, 1.0 eq) in 10 mL MeOH was added 10 mL MeNH2 (30% in water). The mixture was refluxed at 80° C. overnight, and purified by column chromatography with CH2Cl2:MeOH(NH3)=10:1 to give the desired product (185 mg, 63% yield, Z/E=1/1). 1H NMR (400 MHz, CDCl3) δ 7.00-7.12 (m, 3H), 6.90-6.95 (m, 1H), 6.80-6.89 (m, 2H), 6.72-6.79 (m, 2H), 6.68-6.72 (m, 1H), 6.58 (d, J=8.8 Hz, 1H), 6.53 (d, J=8.8 Hz, 1H), 4.... Reactants: OC1(C(=C(C2=CC=CC=C12)C1=CC2=C(C=C1)OCO2)C(=O)OCC)C2=CC=C(C=C2)OC (ethyl(1RS)-1-hydroxy-1-(4-methoxyphenyl)-3-(3,4-methylenedioxyphenyl)-indene-2-carboxylate), C(C)[SiH](CC)CC (triethylsilane), B(F)(F)F.CCOCC (boron trifluoride etherate). Solvent: C(Cl)Cl (CH2Cl2). Run at temperature 0 celsius, time 10 minute. Yields the product COC1=CC=C(C=C1)C1C(=C(C2=CC=CC=C12)C1=CC2=C(C=C1)OCO2)C(=O)OCC (Ethyl(RS)-1-(4-Methoxyphenyl)-3-(3,4-methylenedioxyphenyl)indene-2-carboxylate), solid. Isolated yield 94.0%. Reaction SMILES: O[C:2]1([C:25]2[CH:30]=[CH:29][C:28]([O:31][CH3:32])=[CH:27][CH:26]=2)[C:10]2[C:5](=[CH:6][CH:7]=[CH:8][CH:9]=2)[C:4]([C:11]2[CH:16]=[CH:15][C:14]3[O:17][CH2:18][O:19][C:13]=3[CH:12]=2)=[C:3]1[C:20]([O:22][CH2:23][CH3:24])=[O:21].C([SiH](CC)CC)C.B(F)(F)F.CCOCC>C(Cl)Cl>[CH3:32][O:31][C:28]1[CH:29]=[CH:30][C:25]([CH:2]2[C:10]3[C:5](=[CH:6][CH:7]=[CH:8][CH:9]=3)[C:4]([C:11]3[CH:16]=[CH:15][C:14]4[O:17][CH2:18][O:19][C:13]=4[CH:12]=3)=[C:3]2[C:20]([O:22][CH2:23][CH3:24])=[O:21])=[CH:26][CH:27]=1 |f:2.3|. Procedure details: To a solution of ethyl(1RS)-1-hydroxy-1-(4-methoxyphenyl)-3-(3,4-methylenedioxyphenyl)-indene-2-carboxylate (0.80 g, 1.9 mmol) in CH2Cl2 (10 ml) at 0° C. under an argon atmosphere was added triethylsilane (0.28 g, 2.4 mmol), followed by boron trifluoride etherate (1 ml, 8.1 mmol). The resulting solution was stirred at 0° C. for 10 min, and was then partitioned between EtOAc and 3M HCl. The organic extract was washed with saturated aqueous NaCl and dried (MgSO4). The solvent was removed in vacuo,... Reactants: C(C)(C)(C)NS(=O)(=O)C1=C(C=CC(=C1)C)C(=O)OC (N-tert-butyl-2-methoxycarbonyl-5-methylbenzenesulfonamide), BrN1C(CCC1=O)=O (N-bromosuccinimide). The reagents and catalysts are N(=NC(C#N)(C)C)C(C#N)(C)C (azobisisobutyronitrile). Solvent: ClC(Cl)(Cl)Cl (tetrachloromethane). The product is C(C)(C)(C)NS(=O)(=O)C1=C(C=CC(=C1)CBr)C(=O)OC (N-tert-butyl-5-bromomethyl-2-methoxycarbonylbenzenesulfonamide). Yield: 59.9%. RXN SMILES: [C:1]([NH:5][S:6]([C:9]1[CH:14]=[C:13]([CH3:15])[CH:12]=[CH:11][C:10]=1[C:16]([O:18][CH3:19])=[O:17])(=[O:8])=[O:7])([CH3:4])([CH3:3])[CH3:2].[Br:20]N1C(=O)CCC1=O>ClC(Cl)(Cl)Cl.N(C(C)(C)C#N)=NC(C)(C)C#N>[C:1]([NH:5][S:6]([C:9]1[CH:14]=[C:13]([CH2:15][Br:20])[CH:12]=[CH:11][C:10]=1[C:16]([O:18][CH3:19])=[O:17])(=[O:8])=[O:7])([CH3:4])([CH3:3])[CH3:2]. Reported procedure: A solution of 54.8 g (192 mmol) of N-tert-butyl-2-methoxycarbonyl-5-methylbenzenesulfonamide in 420 ml of tetrachloromethane is heated at reflux for 6-8 h under a nitrogen protective-gas atmosphere, following addition of 36 g (202 mmol) of N-bromosuccinimide and 0.5 g of azobisisobutyronitrile (AIBN) with simultaneous irradiation with a daylight lamp. The solution is then filtered and then washed in succession with sodium disulphide solution, sodium hydrogen carbonate solution and water, dried o... Starting materials: C(C)OC(=O)[C@@H]1[C@H](C[C@H](CC1)N1N=CC(=C1C(F)(F)F)C(=O)O)C (1-((1S,3S,4S)-4-(ethoxycarbonyl)-3-methylcyclohexyl)-5-(trifluoromethyl)-1H-pyrazole-4-carboxylic acid), ( 1R,3R,4R )-isomer, C(C(=O)Cl)(=O)Cl (oxalyl chloride). Reagents/catalysts: CN(C)C=O (DMF). The solvent is C(Cl)Cl (DCM). Run at time 2 hour. Product: ClC(=O)C=1C=NN(C1C(F)(F)F)[C@@H]1C[C@@H]([C@H](CC1)C(=O)OCC)C ((1S,2S,4S)-ethyl 4-(4-(chlorocarbonyl)-5-(trifluoromethyl)-1H-pyrazol-1-yl)-2-methylcyclohexane carboxylate), ( 1R,2R,4R )-isomer. Reaction SMILES: [CH2:1]([O:3][C:4]([C@H:6]1[CH2:11][CH2:10][C@H:9]([N:12]2[C:16]([C:17]([F:20])([F:19])[F:18])=[C:15]([C:21](O)=[O:22])[CH:14]=[N:13]2)[CH2:8][C@@H:7]1[CH3:24])=[O:5])[CH3:2].C(Cl)(=O)C([Cl:28])=O>C(Cl)Cl.CN(C=O)C>[Cl:28][C:21]([C:15]1[CH:14]=[N:13][N:12]([C@H:9]2[CH2:10][CH2:11][C@H:6]([C:4]([O:3][CH2:1][CH3:2])=[O:5])[C@@H:7]([CH3:24])[CH2:8]2)[C:16]=1[C:17]([F:20])([F:19])[F:18])=[O:22]. Procedure: To a light-yellow clear solution of 1-((1S,3S,4S)-4-(ethoxycarbonyl)-3-methylcyclohexyl)-5-(trifluoromethyl)-1H-pyrazole-4-carboxylic acid with its (1R,3R,4R)-isomer (0.3128 g, 0.898 mmol) in DCM (8.98 ml) was added oxalyl chloride (0.095 ml, 1.123 mmol) followed by DMF (1 drop) and the light-yellow clear reaction mixture was stirred at room temperature. After 2 h. The mixture was concentrated in vacuo to give (1S,2S,4S)-ethyl 4-(4-(chlorocarbonyl)-5-(trifluoromethyl)-1H-pyrazol-1-yl)-2-methylcy...